From a dataset of the Open Reaction Database (ORD), a public repository of structured organic reaction records. describe an organic reaction: reactants, conditions, products, and yield The reactants are NC1=NC=2C=CC=CC2C=2C1=NN(C2CCCCO)CCC (4-(4-amino-2-propyl-2H-pyrazolo[3,4-c]quinolin-1-yl)butan-1-ol). The solvent is [OH-].[Na+] (sodium hydroxide). Conditions: time 1 day. Product: NC1=NC=2CCCCC2C=2C1=NN(C2CCCCO)CCC (4-(4-amino-2-propyl-6,7,8,9-tetrahydro-2H-pyrazolo[3,4-c]quinolin-1-yl)butan-1-ol). The yield is 600.4%. RXN SMILES: [NH2:1][C:2]1[C:11]2=[N:12][N:13]([CH2:20][CH2:21][CH3:22])[C:14]([CH2:15][CH2:16][CH2:17][CH2:18][OH:19])=[C:10]2[C:9]2[CH:8]=[CH:7][CH:6]=[CH:5][C:4]=2[N:3]=1>[OH-].[Na+]>[NH2:1][C:2]1[C:11]2=[N:12][N:13]([CH2:20][CH2:21][CH3:22])[C:14]([CH2:15][CH2:16][CH2:17][CH2:18][OH:19])=[C:10]2[C:9]2[CH2:8][CH2:7][CH2:6][CH2:5][C:4]=2[N:3]=1 |f:1.2|. Procedure details: 4-(4-Amino-2-propyl-2H-pyrazolo[3,4-c]quinolin-1-yl)butan-1-ol (prepared as described in Example 593, 0.118 g, 0.396 mmol) was hydrogenated for 1.8 days using the method described in Example 59. The catalyst was removed by filtration, and the filtrate was concentrated under reduced pressure to yield an oil that was dissolved in 6 M aqueous sodium hydroxide (20 mL). The mixture was stirred for 1 day, then a white solid was isolated by filtration, washed with water, and dried at 70° C. under vacuu... Reaction SMILES: [Br:1][c:2]1[n:3][s:4][c:5](-[c:7]2[cH:8][cH:9][c:10]([CH2:15][CH:16]([CH3:17])[CH3:18])[c:11]([C:12]#[N:13])[cH:14]2)[n:6]1.[CH2:19]([CH3:20])[c:21]1[c:22]([CH:23]=[O:24])[cH:25][cH:26][cH:27][c:28]1[B:29]1[O:30][C:31]([CH3:32])([CH3:33])[C:34]([CH3:35])([CH3:36])[O:37]1.[CH3:46][N:47]([CH3:48])[CH:49]=[O:50].[CH3:52][CH2:53][O:54][C:55](=[O:56])[CH3:57].[K+:43].[K+:44].[K+:45].[OH2:51].[P:38]([O-:39])([O-:40])([O-:41])=[O:42].[cH:58]1[cH:59][cH:60][c:61]([P:62]([Pd:63]([P:64]([c:65]2[cH:66][cH:67][cH:68][cH:69][cH:70]2)([c:71]2[cH:72][cH:73][cH:74][cH:75][cH:76]2)[c:77]2[cH:78][cH:79][cH:80][cH:81][cH:82]2)([P:83]([c:84]2[cH:85][cH:86][cH:87][cH:88][cH:89]2)([c:90]2[cH:91][cH:92][cH:93][cH:94][cH:95]2)[c:96]2[cH:97][cH:98][cH:99][cH:100][cH:101]2)[P:102]([c:103]2[cH:104][cH:105][cH:106][cH:107][cH:108]2)([c:109]2[cH:110][cH:111][cH:112][cH:113][cH:114]2)[c:115]2[cH:116][cH:117][cH:118][cH:119][cH:120]2)([c:121]2[cH:122][cH:123][cH:124][cH:125][cH:126]2)[c:127]2[cH:128][cH:129][cH:130][cH:131][cH:132]2)[cH:133][cH:134]1>>[c:2]1(-[c:28]2[c:21]([CH2:19][CH3:20])[c:22]([CH:23]=[O:24])[cH:25][cH:26][cH:27]2)[n:3][s:4][c:5](-[c:7]2[cH:8][cH:9][c:10]([CH2:15][CH:16]([CH3:17])[CH3:18])[c:11]([C:12]#[N:13])[cH:14]2)[n:6]1. Reactants: CC(C)Cc1ccc(-c2nc(Br)ns2)cc1C#N, CCc1c(C=O)cccc1B1OC(C)(C)C(C)(C)O1, CN(C)C=O, CCOC(C)=O, [K+], [K+], [K+], O, O=P([O-])([O-])[O-], c1ccc(P(c2ccccc2)(c2ccccc2)[Pd](P(c2ccccc2)(c2ccccc2)c2ccccc2)(P(c2ccccc2)(c2ccccc2)c2ccccc2)P(c2ccccc2)(c2ccccc2)c2ccccc2)cc1. Yields the product CCc1c(C=O)cccc1-c1nsc(-c2ccc(CC(C)C)c(C#N)c2)n1. Yields the product NOC1CN(C1)C(C1=CC=CC=C1)C1=CC=CC=C1 (3-(Aminooxy)-1-(diphenylmethyl)azetidine). Reaction SMILES: [C:1]1([CH:7]([C:24]2[CH:29]=[CH:28][CH:27]=[CH:26][CH:25]=2)[N:8]2[CH2:11][CH:10]([O:12][N:13]3C(=O)C4C(=CC=CC=4)C3=O)[CH2:9]2)[CH:6]=[CH:5][CH:4]=[CH:3][CH:2]=1.O.NN>C(O)C>[NH2:13][O:12][CH:10]1[CH2:11][N:8]([CH:7]([C:1]2[CH:6]=[CH:5][CH:4]=[CH:3][CH:2]=2)[C:24]2[CH:29]=[CH:28][CH:27]=[CH:26][CH:25]=2)[CH2:9]1 |f:1.2|. The yield is 77.4%. The solvent is C(C)O (ethanol). Starting materials: C1(=CC=CC=C1)C(N1CC(C1)ON1C(C2=CC=CC=C2C1=O)=O)C1=CC=CC=C1 (2-{[1-(Diphenylmethyl)azetidin-3-yl]oxy}-1H-isoindole-1,3(2H)-dione), O.NN (hydrazine hydrate). Reported procedure: To a solution of 2-{[1-(diphenylmethyl)azetidin-3-yl]oxy}-1H-isoindole-1,3(2H)-dione (600 mg, 1.56 mmol; which may be prepared as described in Step 2) in ethanol (13.3 mL) was added hydrazine hydrate (100 μL, 2.06 mmol). The resulting mixture was heated to reflux for 2 h then concentrated under reduced pressure. The residue was taken up in dichloromethane/methanol mixture then filtered. The filtrate was concentrated and the residue purified on column chromatography (eluent: Dichloromethane/NH3 7... Reactants: ClC=1C=C(C=CC1)C(C(=O)Cl)(C)C (2-(3-chloro-phenyl)-2-methyl-propionyl chloride), C(C1=CC=CC=C1)N1C[C@H]([C@@H](C1)C1=CC=C(C=C1)F)NC (rac-[(3S,4R)-1-benzyl-4-(4-fluoro-phenyl)-pyrrolidin-3-yl]-methyl-amine), C(C)N(C(C)C)C(C)C (ethyl-diisopropyl-amine). Run in C(Cl)Cl (CH2Cl2), C(Cl)Cl (CH2Cl2). Run at time 2 hour. The product is C(C1=CC=CC=C1)N1C[C@H]([C@@H](C1)C1=CC=C(C=C1)F)N(C(C(C)(C)C1=CC(=CC=C1)Cl)=O)C (N-[(3S,4R)-1-Benzyl-4-(4-fluoro-phenyl)-pyrrolidin-3-yl]-2-(3-chloro-phenyl)-N-methyl-isobutyramide). Yield: 80.0%. As a reaction SMILES: [Cl:1][C:2]1[CH:3]=[C:4]([C:8]([CH3:13])([CH3:12])[C:9](Cl)=[O:10])[CH:5]=[CH:6][CH:7]=1.[CH2:14]([N:21]1[CH2:25][C@@H:24]([C:26]2[CH:31]=[CH:30][C:29]([F:32])=[CH:28][CH:27]=2)[C@H:23]([NH:33][CH3:34])[CH2:22]1)[C:15]1[CH:20]=[CH:19][CH:18]=[CH:17][CH:16]=1.C(N(C(C)C)C(C)C)C>C(Cl)Cl>[CH2:14]([N:21]1[CH2:25][C@@H:24]([C:26]2[CH:27]=[CH:28][C:29]([F:32])=[CH:30][CH:31]=2)[C@H:23]([N:33]([CH3:34])[C:9](=[O:10])[C:8]([C:4]2[CH:5]=[CH:6][CH:7]=[C:2]([Cl:1])[CH:3]=2)([CH3:13])[CH3:12])[CH2:22]1)[C:15]1[CH:16]=[CH:17][CH:18]=[CH:19][CH:20]=1. Reported procedure: A solution of 2-(3-chloro-phenyl)-2-methyl-propionyl chloride (the preparation of which is described in DE2659404) (0.10 g, 0.46 mmol) in CH2Cl2 (4 ml) was added drop wise to a stirred solution of rac-[(3S,4R)-1-benzyl-4-(4-fluoro-phenyl)-pyrrolidin-3-yl]-methyl-amine (the preparation of which is described herein above) (0.11 g, 0.38 mmol) and ethyl-diisopropyl-amine (0.10 ml, 0.58 mmol) in CH2Cl2 (5 ml). The reaction mixture was stirred 2 h, concentrated under vacuo and purification by flash ch... The yield is 94.0%. Conditions: temperature 80 celsius. Reported procedure: A mixture of 2 g (7.67 mmol) of 6-chloro-N-cyclopentylpyridine-3-sulfonamide, 0.7 mL (7.67 mmol) of methyl bromoacetate and 1.2 g (8.4 mmol) of K2CO3 in 15 mL of CH3CN is heated for 12 hours at 80° C. After cooling to room temperature, the medium is filtered and the filtrate is concentrated. The residue is taken up in 100 mL of DCM, washed successively with 50 mL of saturated NaHCO3 solution and 50 mL of water, and the organic phase is then dried over Na2SO4, concentrated under reduced pressure ... As a reaction SMILES: [Cl:1][C:2]1[N:7]=[CH:6][C:5]([S:8]([NH:11][CH:12]2[CH2:16][CH2:15][CH2:14][CH2:13]2)(=[O:10])=[O:9])=[CH:4][CH:3]=1.Br[CH2:18][C:19]([O:21][CH3:22])=[O:20].C([O-])([O-])=O.[K+].[K+]>CC#N>[Cl:1][C:2]1[N:7]=[CH:6][C:5]([S:8]([N:11]([CH:12]2[CH2:16][CH2:15][CH2:14][CH2:13]2)[CH2:18][C:19]([O:21][CH3:22])=[O:20])(=[O:10])=[O:9])=[CH:4][CH:3]=1 |f:2.3.4|. The solvent is CC#N (CH3CN). Reactants: ClC1=CC=C(C=N1)S(=O)(=O)NC1CCCC1 (6-chloro-N-cyclopentylpyridine-3-sulfonamide), BrCC(=O)OC (methyl bromoacetate), C(=O)([O-])[O-].[K+].[K+] (K2CO3). Yields the product ClC1=CC=C(C=N1)S(=O)(=O)N(CC(=O)OC)C1CCCC1 (methyl N-[(6-chloropyridin-3-yl)sulfonyl]-N-cyclopentylglycinate). Reactants: [BH4-], CO, CC(C)(C)OC(=O)N1CCCC(C(=O)c2cccc(Cl)c2F)C1, [Na+]. The product is CC(C)(C)OC(=O)N1CCCC(C(O)c2cccc(Cl)c2F)C1. Reaction SMILES: [BH4-:24].[CH3:26][OH:27].[Cl:1][c:2]1[c:3]([F:23])[c:4]([C:5](=[O:6])[CH:7]2[CH2:8][N:9]([C:13](=[O:14])[O:15][C:16]([CH3:17])([CH3:18])[CH3:19])[CH2:10][CH2:11][CH2:12]2)[cH:20][cH:21][cH:22]1.[Na+:25]>>[Cl:1][c:2]1[c:3]([F:23])[c:4]([CH:5]([OH:6])[CH:7]2[CH2:8][N:9]([C:13](=[O:14])[O:15][C:16]([CH3:17])([CH3:18])[CH3:19])[CH2:10][CH2:11][CH2:12]2)[cH:20][cH:21][cH:22]1. Reactants: ClC1=C(C(=NC=C1)CC)C#CC=1C=CC(=NC1)N (5-(4-Chloro-2-ethyl-pyridin-3-ylethynyl)-pyridin-2-ylamine), [Li+].[Cl-] (LiCl), [O-]P(=O)([O-])[O-].[K+].[K+].[K+] (K3PO4), FC=1C=C(C=CC1C(=O)OC)B(O)O (3-Fluoro-4-methoxycarbonylphenyl boronic acid), CC(C)C1=CC(=C(C(=C1)C(C)C)C2=C(C=CC=C2)P(C3CCCCC3)C4CCCCC4)C(C)C (X-Phos). The reagents and catalysts are C=1C=CC(=CC1)/C=C/C(=O)/C=C/C2=CC=CC=C2.C=1C=CC(=CC1)/C=C/C(=O)/C=C/C2=CC=CC=C2.C=1C=CC(=CC1)/C=C/C(=O)/C=C/C2=CC=CC=C2.[Pd].[Pd] (Pd2(dba)3). The solvent is O (water), COCCOC (1,2-dimethoxyethane), O (water). Conditions: temperature 95 celsius, time 16 hour. Yields the product COC(C1=C(C=C(C=C1)C1=C(C(=NC=C1)CC)C#CC=1C=NC(=CC1)N)F)=O (4-[3-(6-Amino-pyridin-3-ylethynyl)-2-ethyl-pyridin-4-yl]-2-fluoro-benzoic acid methyl ester). As a reaction SMILES: Cl[C:2]1[CH:7]=[CH:6][N:5]=[C:4]([CH2:8][CH3:9])[C:3]=1[C:10]#[C:11][C:12]1[CH:13]=[CH:14][C:15]([NH2:18])=[N:16][CH:17]=1.[F:19][C:20]1[CH:21]=[C:22](B(O)O)[CH:23]=[CH:24][C:25]=1[C:26]([O:28][CH3:29])=[O:27].CC(C1C=C(C(C)C)C(C2C=CC=CC=2P(C2CCCCC2)C2CCCCC2)=C(C(C)C)C=1)C.[Li+].[Cl-].[O-]P([O-])([O-])=O.[K+].[K+].[K+]>COCCOC.O.C1C=CC(/C=C/C(/C=C/C2C=CC=CC=2)=O)=CC=1.C1C=CC(/C=C/C(/C=C/C2C=CC=CC=2)=O)=CC=1.C1C=CC(/C=C/C(/C=C/C2C=CC=CC=2)=O)=CC=1.[Pd].[Pd]>[CH3:29][O:28][C:26](=[O:27])[C:25]1[CH:24]=[CH:23][C:22]([C:2]2[CH:7]=[CH:6][N:5]=[C:4]([CH2:8][CH3:9])[C:3]=2[C:10]#[C:11][C:12]2[CH:17]=[N:16][C:15]([NH2:18])=[CH:14][CH:13]=2)=[CH:21][C:20]=1[F:19] |f:3.4,5.6.7.8,11.12.13.14.15|. Procedure: The title compound is synthesized according to general procedure GP3 starting from 3.2 g (12.3 mmol) 5-(4-Chloro-2-ethyl-pyridin-3-ylethynyl)-pyridin-2-ylamine (A-30) using 3.6 g (18.4 mmol) 3-Fluoro-4-methoxycarbonylphenyl boronic acid, 561 mg (0.61 mmol) Pd2(dba)3, 877 mg (1.84 mmol) X-Phos, 519 mg (12.3 mmol) LiCl and 3.39 g (14.7 mmol) K3PO4 in a mixture of 60 mL 1,2-dimethoxyethane and 10 mL water. The reaction mixture is stirred for 16 h at 95° C. After completion of the reaction, the mixt... Reactants: C(C)(C)(C)OC(=O)[C@]1([C@@H]([C@@H]1C1=CC=CC=C1)CO)C(N(C)OC)=O ((1R*,2R*,3R*)-2-hydroxymethyl-1-(methoxy-methyl-carbamoyl)-3-phenyl-cyclopropanecarboxylic acid t-butyl ester), CI (methyl iodide), CI (methyl iodide). Reagents/catalysts: [Ag]=O (silver oxide), [Ag]=O (silver oxide). Conditions: time 8 hour. Product: C(C)(C)(C)OC(=O)[C@]1([C@@H]([C@@H]1C1=CC=CC=C1)COC)C(N(C)OC)=O ((1R*,2R*,3R*)-2-methoxymethyl-1-(methoxy-methyl-carbamoyl)-3-phenyl-cyclopropanecarboxylic acid t-butyl ester). Isolated yield 58.0%. As a reaction SMILES: [C:1]([O:5][C:6]([C@:8]1([C:19](=[O:24])[N:20]([O:22][CH3:23])[CH3:21])[C@@H:10]([C:11]2[CH:16]=[CH:15][CH:14]=[CH:13][CH:12]=2)[C@H:9]1[CH2:17][OH:18])=[O:7])([CH3:4])([CH3:3])[CH3:2].[CH3:25]I>[Ag]=O>[C:1]([O:5][C:6]([C@:8]1([C:19](=[O:24])[N:20]([O:22][CH3:23])[CH3:21])[C@@H:10]([C:11]2[CH:16]=[CH:15][CH:14]=[CH:13][CH:12]=2)[C@H:9]1[CH2:17][O:18][CH3:25])=[O:7])([CH3:4])([CH3:3])[CH3:2]. Procedure: The above (1R*,2R*,3R*)-2-hydroxymethyl-1-(methoxy-methyl-carbamoyl)-3-phenyl-cyclopropanecarboxylic acid t-butyl ester (0.050 g, 0.15 mmol) was dissolved in 1 mL of methyl iodide. To this solution was added silver oxide (0.69 g, 3.0 mmol) and the mixture was stirred overnight at room temperature under N2 (in the dark). This reaction was incomplete and additional methyl iodide and silver oxide were added. After stirring overnight, the reaction appeared stalled. The catalyst was filtered off thro... Reactants: FC1=CC=C(C=C1)C1=CC=C2C=C(C=NC2=C1)S(=O)(=O)CCC(=O)OC (Methyl 3-{[7-(4-fluorophenyl)quinolin-3-yl]sulfonyl}propanoate), CO (Methanol), C[O-].[Na+] (sodium methoxide). Solvent: O1CCCC1 (tetrahydrofuran). Conditions: time 1 hour. The product is FC1=CC=C(C=C1)C1=CC=C2C=C(C=NC2=C1)S(=O)[O-].[Na+] (sodium 7-(4-fluorophenyl)quinoline-3-sulfinate). Yield: 60.1%. Reaction SMILES: [F:1][C:2]1[CH:7]=[CH:6][C:5]([C:8]2[CH:17]=[C:16]3[C:11]([CH:12]=[C:13]([S:18](CCC(OC)=O)(=[O:20])=[O:19])[CH:14]=[N:15]3)=[CH:10][CH:9]=2)=[CH:4][CH:3]=1.CO.C[O-].[Na+:31]>O1CCCC1>[F:1][C:2]1[CH:3]=[CH:4][C:5]([C:8]2[CH:17]=[C:16]3[C:11]([CH:12]=[C:13]([S:18]([O-:20])=[O:19])[CH:14]=[N:15]3)=[CH:10][CH:9]=2)=[CH:6][CH:7]=1.[Na+:31] |f:2.3,5.6|. Procedure: Methyl 3-{[7-(4-fluorophenyl)quinolin-3-yl]sulfonyl}propanoate (4.23 g, 11.3 mmol) was dissolved/suspended in hot tetrahydrofuran (240 mL). Methanol (60 mL) was added and the mixture allowed to cool to about 30° C., at which point sodium methoxide (0.91 g, 17 mmol) was added and the resulting mixture stirred for 1 hour. The solid present was collected under suction, washed with tetrahydrofuran and dried in vacuo to afford a first crop of sodium 7-(4-fluorophenyl)quinoline-3-sulfinate (2.1 g). Th...